This data is from the Open Reaction Database (ORD), a public repository of structured organic reaction records. The task is: describe an organic reaction: reactants, conditions, products, and yield The reactants are C1CCOC1, CN(C)CCN, O=C(Cl)c1ccc(Cl)c([N+](=O)[O-])c1, [Na+], O=C([O-])O. Product: CN(C)CCNC(=O)c1ccc(Cl)c([N+](=O)[O-])c1. Reaction SMILES: [CH2:25]1[O:26][CH2:27][CH2:28][CH2:29]1.[CH3:14][N:15]([CH2:16][CH2:17][NH2:18])[CH3:19].[Cl:1][c:2]1[c:3]([N+:11](=[O:12])[O-:13])[cH:4][c:5]([C:6](=[O:7])[Cl:8])[cH:9][cH:10]1.[Na+:24].[O-:20][C:21]([OH:22])=[O:23]>>[Cl:1][c:2]1[c:3]([N+:11](=[O:12])[O-:13])[cH:4][c:5]([C:6](=[O:7])[NH:18][CH2:17][CH2:16][N:15]([CH3:14])[CH3:19])[cH:9][cH:10]1.